From a dataset of the Open Reaction Database (ORD), a public repository of structured organic reaction records. describe an organic reaction: reactants, conditions, products, and yield Starting materials: CN(C=CC1=C(C=C(S1)C(=O)OC)[N+](=O)[O-])C (methyl 5-(2-dimethylaminovinyl)-4-nitro-thiophene-2-carboxylate), C(=O)[O-].[NH4+] (ammonium formate), C(=O)[O-].[NH4+] (ammonium formate), C(=O)[O-].[NH4+] (ammonium formate). The reagents and catalysts are [Pd] (Pd/C), [Pd] (Pd/C), [Pd] (Pd/C). Solvent: CO (MeOH). The product is S1C(=CC=2NC=CC21)C(=O)OC (methyl 4H-thieno[3,2-b]pyrrole-2-carboxylate). The yield is 15.8%. As a reaction SMILES: CN(C)[CH:3]=[CH:4][C:5]1[S:9][C:8]([C:10]([O:12][CH3:13])=[O:11])=[CH:7][C:6]=1[N+:14]([O-])=O.C([O-])=O.[NH4+]>CO.[Pd]>[S:9]1[C:5]2[CH:4]=[CH:3][NH:14][C:6]=2[CH:7]=[C:8]1[C:10]([O:12][CH3:13])=[O:11] |f:1.2|. Procedure details: To a solution of methyl 5-(2-dimethylaminovinyl)-4-nitro-thiophene-2-carboxylate (0.698 g, 2.73 mmol) in MeOH (15.0 mL) were added ammonium formate (0.332 g, 5.26 mmol) and Pd/C (33.2 mg, 10% by weight). The mixture was refluxed for 6 h. Additional ammonium formate (0.664 g, 10.53 mmol) was added to the reaction and the mixture was refluxed for 20 h. Additional ammonium formate (0.664 g, 10.53 mmol) and Pd/C (0.1 g, 30% by weight) were added and the reaction mixture was refluxed for another 8 h.... Starting materials: ClCCl, C[Si](C)(C)CCOCCl, CCN(C(C)C)C(C)C, [Cl-], [Na+], CC(=O)OCC1OC(Sc2ccc(O)cc2)C(OC(C)=O)C(OC(C)=O)C1OC(C)=O. The product is CC(=O)OCC1OC(Sc2ccc(OCOCC[Si](C)(C)C)cc2)C(OC(C)=O)C(OC(C)=O)C1OC(C)=O. Reaction SMILES: [CH2:52]([Cl:53])[Cl:54].[CH3:41][Si:42]([CH2:43][CH2:44][O:45][CH2:46][Cl:47])([CH3:48])[CH3:49].[CH:32]([N:33]([CH2:34][CH3:35])[CH:36]([CH3:37])[CH3:38])([CH3:39])[CH3:40].[Cl-:50].[Na+:51].[OH:1][c:2]1[cH:3][cH:4][c:5]([S:8][CH:9]2[CH:10]([O:11][C:12]([CH3:13])=[O:14])[CH:15]([O:16][C:17]([CH3:18])=[O:19])[CH:20]([O:21][C:22]([CH3:23])=[O:24])[CH:25]([CH2:27][O:28][C:29]([CH3:30])=[O:31])[O:26]2)[cH:6][cH:7]1>>[O:1]([c:2]1[cH:3][cH:4][c:5]([S:8][CH:9]2[CH:10]([O:11][C:12]([CH3:13])=[O:14])[CH:15]([O:16][C:17]([CH3:18])=[O:19])[CH:20]([O:21][C:22]([CH3:23])=[O:24])[CH:25]([CH2:27][O:28][C:29]([CH3:30])=[O:31])[O:26]2)[cH:6][cH:7]1)[CH2:46][O:45][CH2:44][CH2:43][Si:42]([CH3:41])([CH3:48])[CH3:49]. The reactants are CCOC(=O)CBr, [H-], [Na+], CN(C)C=O, Cc1[nH]c(=O)c(C#N)cc1-c1ccccc1O. The product is CCOC(=O)COc1ccccc1-c1cc(C#N)c(=O)[nH]c1C. As a reaction SMILES: [Br:20][CH2:21][C:22](=[O:23])[O:24][CH2:25][CH3:26].[H-:1].[Na+:2].[O:27]=[CH:28][N:29]([CH3:30])[CH3:31].[OH:3][c:4]1[c:5](-[c:10]2[cH:11][c:12]([C:18]#[N:19])[c:13](=[O:17])[nH:14][c:15]2[CH3:16])[cH:6][cH:7][cH:8][cH:9]1>>[O:3]([c:4]1[c:5](-[c:10]2[cH:11][c:12]([C:18]#[N:19])[c:13](=[O:17])[nH:14][c:15]2[CH3:16])[cH:6][cH:7][cH:8][cH:9]1)[CH2:21][C:22](=[O:23])[O:24][CH2:25][CH3:26]. Reported procedure: 1 mol of piperonal is reacted with 1.1 mols of crotonic acid piperidide in the presence of 0.09 mol of a hydroxide, indicated in Table 2 below, under the reaction conditions described in Example 1 to give piperonylidenecrotonic acid piperidide. The yields obtained are likewise indicated in Table 2. As a reaction SMILES: [CH:1]1[C:6]([CH:7]=O)=[CH:5][C:4]2[O:9][CH2:10][O:11][C:3]=2[CH:2]=1.[C:12]([N:17]1[CH2:22][CH2:21][CH2:20][CH2:19][CH2:18]1)(=[O:16])/[CH:13]=[CH:14]/[CH3:15].[OH-]>>[CH:7](=[CH:15]/[CH:14]=[CH:13]/[C:12]([N:17]1[CH2:22][CH2:21][CH2:20][CH2:19][CH2:18]1)=[O:16])[C:6]1[CH:1]=[CH:2][C:3]2[O:11][CH2:10][O:9][C:4]=2[CH:5]=1. The reactants are C1=CC2=C(C=C1C=O)OCO2 (piperonal), C(\C=C\C)(=O)N1CCCCC1 (crotonic acid piperidide), [OH-] (hydroxide). The product is C(C1=CC=2OCOC2C=C1)=C/C=C/C(=O)N1CCCCC1 (piperonylidenecrotonic acid piperidide). Reactants: SCCS, Cc1ccccc1, [Na+], O=C1CCC(c2ccc(O)cc2O)CC1, O=C([O-])O. Product: Oc1ccc(C2CCC3(CC2)SCCS3)c(O)c1. RXN SMILES: [CH2:16]([CH2:17][SH:18])[SH:19].[CH3:25][c:26]1[cH:27][cH:28][cH:29][cH:30][cH:31]1.[Na+:20].[OH:1][c:2]1[c:3]([CH:9]2[CH2:10][CH2:11][C:12](=[O:15])[CH2:13][CH2:14]2)[cH:4][cH:5][c:6]([OH:8])[cH:7]1.[OH:21][C:22](=[O:23])[O-:24]>>[OH:1][c:2]1[c:3]([CH:9]2[CH2:10][CH2:11][C:12]3([CH2:13][CH2:14]2)[S:18][CH2:17][CH2:16][S:19]3)[cH:4][cH:5][c:6]([OH:8])[cH:7]1. Starting materials: ClC1=CC(=C(CN2N=CC3=CC(=CC=C23)C=C2C(N=C(S2)SCC)=O)C=C1)C(F)(F)F (5-[1-(4-Chloro-2-trifluoromethyl-benzyl)-1H-indazol-5-ylmethylene]-2-ethylsulfanyl-thiazol-4-one), O1N=C(C2=C1CNCC2)O (4,5,6,7-Tetrahydro-isoxazolo[5,4-c]pyridin-3-ol). Product: ClC1=CC(=C(CN2N=CC3=CC(=CC=C23)C=C2C(N=C(S2)N2CC3=C(CC2)C(=NO3)O)=O)C=C1)C(F)(F)F (5-({1-[4-Chloro-2-(trifluoromethyl)benzyl]-1H-indazol-5-yl}methylidene)-2-(3-hydroxy-4,7-dihydroisoxazolo[5,4-c]pyridin-6(5H)-yl)-1,3-thiazol-4(5H)-one). As a reaction SMILES: [Cl:1][C:2]1[CH:27]=[CH:26][C:5]([CH2:6][N:7]2[C:15]3[C:10](=[CH:11][C:12]([CH:16]=[C:17]4[S:21][C:20](SCC)=[N:19][C:18]4=[O:25])=[CH:13][CH:14]=3)[CH:9]=[N:8]2)=[C:4]([C:28]([F:31])([F:30])[F:29])[CH:3]=1.[O:32]1[C:36]2[CH2:37][NH:38][CH2:39][CH2:40][C:35]=2[C:34]([OH:41])=[N:33]1>>[Cl:1][C:2]1[CH:27]=[CH:26][C:5]([CH2:6][N:7]2[C:15]3[C:10](=[CH:11][C:12]([CH:16]=[C:17]4[S:21][C:20]([N:38]5[CH2:39][CH2:40][C:35]6[C:34]([OH:41])=[N:33][O:32][C:36]=6[CH2:37]5)=[N:19][C:18]4=[O:25])=[CH:13][CH:14]=3)[CH:9]=[N:8]2)=[C:4]([C:28]([F:29])([F:30])[F:31])[CH:3]=1. Reported procedure: 5-({1-[4-Chloro-2-(trifluoromethyl)benzyl]-1H-indazol-5-yl}methylidene)-2-(3-hydroxy-4,7-dihydroisoxazolo[5,4-c]pyridin-6(5H)-yl)-1,3-thiazol-4(5H)-one was prepared from 5-[1-(4-Chloro-2-trifluoromethyl-benzyl)-1H-indazol-5-ylmethylene]-2-ethylsulfanyl-thiazol-4-one and 4,5,6,7-Tetrahydro-isoxazolo[5,4-c]pyridin-3-ol following general procedure C. Reactants: CC(C)(C)O, CC1CO1, CNS(C)(=O)=O. Product: CC(O)CN(C)S(C)(=O)=O. Reaction SMILES: [C:11]([OH:12])([CH3:13])([CH3:14])[CH3:15].[CH2:7]1[CH:8]([CH3:9])[O:10]1.[CH3:1][NH:2][S:3](=[O:4])(=[O:5])[CH3:6]>>[CH3:1][N:2]([S:3](=[O:4])(=[O:5])[CH3:6])[CH2:7][CH:8]([CH3:9])[OH:10]. The reactants are N[C@H](C(=O)O)C1=C(C=CC=C1)C ((S)-2-amino-2-(o-tolyl)acetic acid), S(=O)(Cl)Cl (thionyl chloride), CCOC(=O)C (EtOAc). The solvent is CO (MeOH), CCCCCC (hexane). Run at time 12 hour. Yields the product [Cl-].COC([C@@H]([NH3+])C1=C(C=CC=C1)C)=O ((S)-2-methoxy-2-oxo-1-(o-tolyl)ethanaminium chloride). The yield is 95.8%. As a reaction SMILES: [NH2:1][C@@H:2]([C:6]1[CH:11]=[CH:10][CH:9]=[CH:8][C:7]=1[CH3:12])[C:3]([OH:5])=[O:4].S(Cl)([Cl:15])=O.[CH3:17]COC(C)=O>CO.CCCCCC>[Cl-:15].[CH3:17][O:4][C:3](=[O:5])[C@H:2]([C:6]1[CH:11]=[CH:10][CH:9]=[CH:8][C:7]=1[CH3:12])[NH3+:1] |f:5.6|. Procedure: To a suspension of (S)-2-amino-2-(o-tolyl)acetic acid (commercially available from ACES Pharma, Princeton, N.J.) (800 mg, 4.84 mmol) in MeOH (20 mL) was added thionyl chloride (633.77 mg, 5.32 mmol) dropwise at −10° C. The resulting reaction mixture was stirred for 12 hours at reflux. After completion of the reaction (Reaction monitored by TLC, TLC system: 50% EtOAc in hexane), the reaction mixture was cooled to ambient temperature and then concentrated under reduced pressure. The residue was cr... The reactants are S(=O)(Cl)Cl (thionyl chloride), Cl.NCC[C@@H](C(=O)OC)O (methyl (S)-4-amino-2-hydroxybutyrate hydrochloride). Reagents/catalysts: N1=CC=CC=C1 (pyridine). Run in O1CCOCC1 (dioxane). Conditions: time 2 hour. Yields the product Cl.NCC[C@H](C(=O)OC)Cl (methyl (R)-4-amino-2-chlorobutyrate hydrochloride). The yield is 105.0%. RXN SMILES: [ClH:1].[NH2:2][CH2:3][CH2:4][C@H:5](O)[C:6]([O:8][CH3:9])=[O:7].S(Cl)([Cl:13])=O>N1C=CC=CC=1.O1CCOCC1>[ClH:13].[NH2:2][CH2:3][CH2:4][C@@H:5]([Cl:1])[C:6]([O:8][CH3:9])=[O:7] |f:0.1,5.6|. Procedure details: To methyl (S)-4-amino-2-hydroxybutyrate hydrochloride (169.0 mg; 132.7 mg when calculated as methyl (S)-4-amino-2-hydroxybutyrate) was added 3 ml of dioxane, followed by further addition of 178.5 mg of thionyl chloride. The mixture was stirred at room temperature for 2 hours. Thereafter, 2.3 mg of pyridine was added, and the mixture was further stirred at 50° C. for 3 hours. After confirmation of disappearance of the starting material by TLC, the solvent was distilled off under reduced pressure ...